This data is from the Open Reaction Database (ORD), a public repository of structured organic reaction records. The task is: describe an organic reaction: reactants, conditions, products, and yield The reactants are OCCC(C(=O)[O-])(C)C.[K+] (potassium 4-hydroxy-2,2-dimethylbutyrate), C(C)I (ethyl iodide). Run in CN(C)C=O (DMF). Conditions: time 2 hour. The product is C(C)OC(C(CCO)(C)C)=O (4-Hydroxy-2,2-dimethylbutyric acid ethyl ester). Isolated yield 169.0%. Reaction SMILES: [OH:1][CH2:2][CH2:3][C:4]([CH3:9])([CH3:8])[C:5]([O-:7])=[O:6].[K+].[CH2:11](I)[CH3:12]>CN(C=O)C>[CH2:11]([O:6][C:5](=[O:7])[C:4]([CH3:9])([CH3:8])[CH2:3][CH2:2][OH:1])[CH3:12] |f:0.1|. Procedure details: To a solution of potassium 4-hydroxy-2,2-dimethylbutyrate (1.92 mmol; 327 mg) in DMF (6 mL) is added ethyl iodide (2.30 mmol; 359 mg). The reaction mixture is stirred for 2 hours, and quenched with saturated ammonium chloride solution. The product is extracted three times with EtOAc. The combined organic layer is washed with aqueous 0.1 M HCl then brine, dried over Na2SO4, filtered, concentrated under reduced pressure to give 4-Hydroxy-2,2-dimethylbutyric acid ethyl ester (520 mg) contaminated w...